From a dataset of the Open Reaction Database (ORD), a public repository of structured organic reaction records. describe an organic reaction: reactants, conditions, products, and yield Yields the product CCOP(=O)(Cc1ccc(Nc2ncc(C(F)(F)F)c(Nc3ccc(C4CCC(C(=O)O)CC4)c4[nH]cc(C)c(=O)c34)n2)c(OC)c1)OCC. RXN SMILES: [CH2:1]([CH3:2])[O:3][P:4](=[O:5])([O:6][CH2:7][CH3:8])[CH2:9][c:10]1[cH:11][c:12]([O:51][CH3:52])[c:13]([NH:16][c:17]2[n:18][cH:19][c:20]([C:47]([F:48])([F:49])[F:50])[c:21]([NH:23][c:24]3[c:25]4[c:26](=[O:46])[c:27]([CH3:45])[cH:28][nH:29][c:30]4[c:31]([CH:34]4[CH2:35][CH2:36][CH:37]([C:40](=[O:41])[O:42][CH2:43][CH3:44])[CH2:38][CH2:39]4)[cH:32][cH:33]3)[n:22]2)[cH:14][cH:15]1.[CH2:55]1[O:56][CH2:57][CH2:58][CH2:59]1.[CH3:60][OH:61].[Li+:53].[OH-:54].[OH2:62]>>[CH2:1]([CH3:2])[O:3][P:4](=[O:5])([O:6][CH2:7][CH3:8])[CH2:9][c:10]1[cH:11][c:12]([O:51][CH3:52])[c:13]([NH:16][c:17]2[n:18][cH:19][c:20]([C:47]([F:48])([F:49])[F:50])[c:21]([NH:23][c:24]3[c:25]4[c:26](=[O:46])[c:27]([CH3:45])[cH:28][nH:29][c:30]4[c:31]([CH:34]4[CH2:35][CH2:36][CH:37]([C:40](=[O:41])[OH:42])[CH2:38][CH2:39]4)[cH:32][cH:33]3)[n:22]2)[cH:14][cH:15]1. The reactants are CCOC(=O)C1CCC(c2ccc(Nc3nc(Nc4ccc(CP(=O)(OCC)OCC)cc4OC)ncc3C(F)(F)F)c3c(=O)c(C)c[nH]c23)CC1, C1CCOC1, CO, [Li+], [OH-], O.